This data is from the Open Reaction Database (ORD), a public repository of structured organic reaction records. The task is: describe an organic reaction: reactants, conditions, products, and yield Reactants: C1(CCCCC1)NCC(=O)NC1=CC=C(C=C1)[N+](=O)[O-] (2-Cyclohexylamino-N-(4-nitrophenyl)-acetamide), C(C)O (ethanol), p-Formaldehyde. Solvent: O (water). The product is C1(CCCCC1)N1CN(C(C1)=O)C1=CC=C(C=C1)[N+](=O)[O-] (1-Cyclohexyl-3-(4-nitrophenyl)-imidazolidin-4-one). Reaction SMILES: [CH:1]1([NH:7][CH2:8][C:9]([NH:11][C:12]2[CH:17]=[CH:16][C:15]([N+:18]([O-:20])=[O:19])=[CH:14][CH:13]=2)=[O:10])[CH2:6][CH2:5][CH2:4][CH2:3][CH2:2]1.[CH2:21](O)C>O>[CH:1]1([N:7]2[CH2:8][C:9](=[O:10])[N:11]([C:12]3[CH:13]=[CH:14][C:15]([N+:18]([O-:20])=[O:19])=[CH:16][CH:17]=3)[CH2:21]2)[CH2:6][CH2:5][CH2:4][CH2:3][CH2:2]1. Procedure details: 2-Cyclohexylamino-N-(4-nitrophenyl)-acetamide (3.5g) were added to ethanol (85 ml). p-Formaldehyde (0.8g) in water (110 ml) was added and the mixture was refluxed 4 hours, cooled and filtered to yield 3.1 g, m.p. 132°-133°C